The task is: describe an organic reaction: reactants, conditions, products, and yield. This data is from the Open Reaction Database (ORD), a public repository of structured organic reaction records. Reactants: O (water), [N+](=O)([O-])C1=C2C=CNC2=CC=C1 (4-nitroindole), [H-].[Na+] (NaH), CI (methyl iodide). Solvent: C(C)(=O)OCC (ethyl acetate), C1CCOC1 (THF). Run at time 30 minute. Product: CN1C=CC2=C(C=CC=C12)[N+](=O)[O-] (1-methyl-4-nitro-1H-indole). As a reaction SMILES: [N+:1]([C:4]1[CH:12]=[CH:11][CH:10]=[C:9]2[C:5]=1[CH:6]=[CH:7][NH:8]2)([O-:3])=[O:2].[H-].[Na+].[CH3:15]I.O>C1COCC1.C(OCC)(=O)C>[CH3:15][N:8]1[C:9]2[C:5](=[C:4]([N+:1]([O-:3])=[O:2])[CH:12]=[CH:11][CH:10]=2)[CH:6]=[CH:7]1 |f:1.2|. Procedure details: A solution of 4-nitroindole (500 mg, 3.1 mmol) in THF (15 mL) at 0° C. was treated portionwise with NaH (290 mg, 9.3 mmol), stirred for 30 minutes, treated dropwise with methyl iodide (0.95 mL, 15.5 mmol), warmed to room temperature for 18 hours, treated sequentially with water and ethyl acetate (200 mL), and washed with brine (100 mL). The organic layer was dried (Na2SO4), filtered, and concentrated to provide the desired product, which was used in the next step without further purification.